Dataset: the Open Reaction Database (ORD), a public repository of structured organic reaction records. Task: describe an organic reaction: reactants, conditions, products, and yield The reactants are FC(C(=O)O)(F)F.CNCC=1C=C(C=CC1)C1=CC=C(C=C1)CC1C(NC(S1)=O)=O (5-(3′-methylaminomethylbiphenyl-4-ylmethyl)thiazolidine-2,4-dione trifluoroacetate), C(CC)C1=CC=C(C(=O)Cl)C=C1 (4-propylbenzoyl chloride). Yields the product O=C1SC(C(N1)=O)CC1=CC=C(C=C1)C1=CC(=CC=C1)CN(C(C1=CC=C(C=C1)CCC)=O)C (N-[4′-(2,4-Dioxothiazolidin-5-ylmethyl)biphenyl-3-ylmethyl]-N-methyl-4-propylbenzamide). As a reaction SMILES: FC(F)(F)C(O)=O.[CH3:8][NH:9][CH2:10][C:11]1[CH:12]=[C:13]([C:17]2[CH:22]=[CH:21][C:20]([CH2:23][CH:24]3[S:28][C:27](=[O:29])[NH:26][C:25]3=[O:30])=[CH:19][CH:18]=2)[CH:14]=[CH:15][CH:16]=1.[CH2:31]([C:34]1[CH:42]=[CH:41][C:37]([C:38](Cl)=[O:39])=[CH:36][CH:35]=1)[CH2:32][CH3:33]>>[O:29]=[C:27]1[NH:26][C:25](=[O:30])[CH:24]([CH2:23][C:20]2[CH:19]=[CH:18][C:17]([C:13]3[CH:14]=[CH:15][CH:16]=[C:11]([CH2:10][N:9]([CH3:8])[C:38](=[O:39])[C:37]4[CH:41]=[CH:42][C:34]([CH2:31][CH2:32][CH3:33])=[CH:35][CH:36]=4)[CH:12]=3)=[CH:22][CH:21]=2)[S:28]1 |f:0.1|. Reported procedure: In a manner similar to that of Example 37(e), by reacting 500 mg (1.1 mmol) of 5-(3′-methylaminomethylbiphenyl-4-ylmethyl)thiazolidine-2,4-dione trifluoroacetate with 210 μl (1.2 mmol) of 4-propylbenzoyl chloride and after purification, 300 mg (55%) of N-[4′-(2,4-dioxothiazolidin-5-ylmethyl)-biphenyl-3-ylmethyl]-N-methyl-4-propylbenzamide, with a melting point of 280° C., are obtained. Reactants: C(CCBr)Br.C(=O)(OCC)N1OCCC1 (N-Carbethoxyisooxazolidine Trimethylene dibromide), [OH-].[K+] (potassium hydroxide). Conditions: time 6 hour. The product is C(=O)(OCC)N1OCCC1 (N-carbethoxyisooxazolidine). Reaction SMILES: C(Br)CCBr.[C:6]([N:11]1[CH2:15][CH2:14][CH2:13][O:12]1)([O:8][CH2:9][CH3:10])=[O:7].[OH-].[K+]>>[C:6]([N:11]1[CH2:15][CH2:14][CH2:13][O:12]1)([O:8][CH2:9][CH3:10])=[O:7] |f:0.1,2.3|. Procedure details: N-Carbethoxyisooxazolidine Trimethylene dibromide (40.4 g; 0.4 mole) and an ethanolic solution (224 ml.) containing potassium hydroxide (22.4 g.; 0.4 mole) are boiled together on a steam bath for six hours. The ethanol is removed by distillation and the residue triturated with ether (3×100 ml.). The combined ether washes are dried over anhydrous magnesium sulfate, filtered and concentrated to give a liquid which is vacuum distilled to give N-carbethoxyisooxazolidine, b.p. 103° C./13 mm. The reactants are COC=1C=C(C=CC1OC)NC=1N=CC2=C(C3=C(NC(C2)=O)C=C(C=C3)I)N1 (2-(3,4-dimethoxy-phenylamino)-9-iodo-5H,7H-benzo[b]pyrimido[4,5-d]azepin-6-one), C(C#C)NC(OC(C)(C)C)=O (tert-butyl prop-2-ynylcarbamate). Yields the product C(C)(C)(C)OC(NCC#CC=1C=CC2=C(NC(CC3=C2N=C(N=C3)NC3=CC(=C(C=C3)OC)OC)=O)C1)=O ({3-[2-(3,4-Dimethoxy-phenylamino)-6-oxo-6,7-dihydro-5H-benzo[b]pyrimido[4,5-d]azepin-9-yl]-prop-2-ynyl}-carbamic acid tert-butyl ester). As a reaction SMILES: [CH3:1][O:2][C:3]1[CH:4]=[C:5]([NH:11][C:12]2[N:13]=[CH:14][C:15]3[CH2:21][C:20](=[O:22])[NH:19][C:18]4[CH:23]=[C:24](I)[CH:25]=[CH:26][C:17]=4[C:16]=3[N:28]=2)[CH:6]=[CH:7][C:8]=1[O:9][CH3:10].[CH2:29]([NH:32][C:33](=[O:39])[O:34][C:35]([CH3:38])([CH3:37])[CH3:36])[C:30]#[CH:31]>>[C:35]([O:34][C:33](=[O:39])[NH:32][CH2:29][C:30]#[C:31][C:24]1[CH:25]=[CH:26][C:17]2[C:16]3[N:28]=[C:12]([NH:11][C:5]4[CH:6]=[CH:7][C:8]([O:9][CH3:10])=[C:3]([O:2][CH3:1])[CH:4]=4)[N:13]=[CH:14][C:15]=3[CH2:21][C:20](=[O:22])[NH:19][C:18]=2[CH:23]=1)([CH3:38])([CH3:37])[CH3:36]. Reported procedure: In a manner similar to that described for Method O, 2-(3,4-dimethoxy-phenylamino)-9-iodo-5H,7H-benzo[b]pyrimido[4,5-d]azepin-6-one (I-30) and tert-butyl prop-2-ynylcarbamate were converted to I-39 (31%): HRMS Calcd. for C29H29N5O5: 516.2246, Found 516.2244. Reactants: N1CCC(CC1)C(=O)N (4-piperidinecarboxamide), C([O-])(O)=O.[Na+] (sodium bicarbonate), BrCC1=CC=CC=C1 (bromomethylbenzene). The solvent is C1(=CC=CC=C1)C (toluene). Yields the product C1(=CC=CC=C1)CN1CCC(CC1)C(=O)N (1-(phenylmethyl)-4-piperidinecarboxamide). As a reaction SMILES: [NH:1]1[CH2:6][CH2:5][CH:4]([C:7]([NH2:9])=[O:8])[CH2:3][CH2:2]1.C(=O)(O)[O-].[Na+].Br[CH2:16][C:17]1[CH:22]=[CH:21][CH:20]=[CH:19][CH:18]=1>C1(C)C=CC=CC=1>[C:17]1([CH2:16][N:1]2[CH2:6][CH2:5][CH:4]([C:7]([NH2:9])=[O:8])[CH2:3][CH2:2]2)[CH:22]=[CH:21][CH:20]=[CH:19][CH:18]=1 |f:1.2|. Reported procedure: 123.0 g (0.96 mol) of 4-piperidinecarboxamide and 90.8 g (1.08 mol) of sodium bicarbonate are introduced under an argon atmosphere into 2 1 of dry toluene. 180.6 g, equivalent to 125.6 ml (1.056 mol), of bromomethylbenzene are added, and the mixture is heated under reflux for 5 h. Starting materials: CC(Br)C(=O)N1C(=O)c2ccccc2OC12CCCCC2, BrCCBr, CC(=O)OC1NC(=O)C1C(CO[SiH](C)C)C(C)(C)C, Cl, I, [Mg], [NH4+], C1CCOC1. Product: CC(C(=O)N1C(=O)c2ccccc2OC12CCCCC2)C1NC(=O)C1C(CO[SiH](C)C)C(C)(C)C. As a reaction SMILES: [Br:26][CH:27]([C:28](=[O:29])[N:30]1[C:31]2([O:32][c:33]3[c:34]([cH:37][cH:38][cH:39][cH:40]3)[C:35]1=[O:36])[CH2:41][CH2:42][CH2:43][CH2:44][CH2:45]2)[CH3:46].[Br:3][CH2:4][CH2:5][Br:6].[C:7]([O:8][CH:11]1[CH:12]([CH:16]([CH2:17][O:18][SiH:19]([CH3:20])[CH3:21])[C:22]([CH3:23])([CH3:24])[CH3:25])[C:13](=[O:15])[NH:14]1)(=[O:9])[CH3:10].[ClH:47].[I:1].[Mg:2].[NH4+:48].[O:49]1[CH2:50][CH2:51][CH2:52][CH2:53]1>>[CH:11]1([CH:27]([C:28](=[O:29])[N:30]2[C:31]3([O:32][c:33]4[c:34]([cH:37][cH:38][cH:39][cH:40]4)[C:35]2=[O:36])[CH2:41][CH2:42][CH2:43][CH2:44][CH2:45]3)[CH3:46])[CH:12]([CH:16]([CH2:17][O:18][SiH:19]([CH3:20])[CH3:21])[C:22]([CH3:23])([CH3:24])[CH3:25])[C:13](=[O:15])[NH:14]1.